From a dataset of the Open Reaction Database (ORD), a public repository of structured organic reaction records. describe an organic reaction: reactants, conditions, products, and yield Reactants: Br.COC([C@H](NC)C)=O (N-methyl-D-alanine methyl ester hydrobromide), C(C)(C)N(CC)C(C)C (Diisopropylethylamine), C1(=CC=CC=C1)P(=O)(C1=CC=CC=C1)Cl (diphenylphosphinic chloride), C(C1=CC=CC=C1)OC(=O)N[C@@H](CC1=CC=C(C=C1)OCC1=CC=CC=C1)C(=O)O (N-benzyloxycarbonyl-O-benzyl-L-tyrosine), C(C)(C)N(CC)C(C)C (diisopropylethylamine). The solvent is O1CCCC1 (tetrahydrofuran), O1CCCC1 (tetrahydrofuran). Reaction conditions: temperature -20 celsius, time 10 minute. Yields the product COC([C@H](N(C)C([C@@H](NC(=O)OCC1=CC=CC=C1)CC1=CC=C(C=C1)OCC1=CC=CC=C1)=O)C)=O ((N-benzyloxycarbonyl-O-benzyl-L-tyrosyl)-N-methyl-D-alanine methyl ester). Reaction SMILES: C(N(C(C)C)CC)(C)C.C1(P(Cl)(C2C=CC=CC=2)=O)C=CC=CC=1.[CH2:25]([O:32][C:33]([NH:35][C@H:36]([C:52](O)=[O:53])[CH2:37][C:38]1[CH:43]=[CH:42][C:41]([O:44][CH2:45][C:46]2[CH:51]=[CH:50][CH:49]=[CH:48][CH:47]=2)=[CH:40][CH:39]=1)=[O:34])[C:26]1[CH:31]=[CH:30][CH:29]=[CH:28][CH:27]=1.Br.[CH3:56][O:57][C:58](=[O:63])[C@@H:59]([CH3:62])[NH:60][CH3:61]>O1CCCC1>[CH3:56][O:57][C:58](=[O:63])[C@@H:59]([CH3:62])[N:60]([C:52](=[O:53])[C@H:36]([CH2:37][C:38]1[CH:39]=[CH:40][C:41]([O:44][CH2:45][C:46]2[CH:47]=[CH:48][CH:49]=[CH:50][CH:51]=2)=[CH:42][CH:43]=1)[NH:35][C:33]([O:32][CH2:25][C:26]1[CH:31]=[CH:30][CH:29]=[CH:28][CH:27]=1)=[O:34])[CH3:61] |f:3.4|. Procedure: Diisopropylethylamine (1.29 g.), then diphenylphosphinic chloride (2.37 g.), were added to a solution of N-benzyloxycarbonyl-O-benzyl-L-tyrosine (4.05 g.) in tetrahydrofuran (30 ml.) maintained at -20° C., and the mixture was stirred at that temperature for 10 minutes. A solution of N-methyl-D-alanine methyl ester hydrobromide (1.98 g.) in tetrahydrofuran (20 ml.) was then added, followed by diisopropylethylamine (1.29 g.). The mixture was stirred for two hours at 0° C., then overnight at room t... Starting materials: N#Cc1ccc(S(=O)(=O)NCCBr)cc1, CC(C)(C)OC(=O)N1CC2CNCC(C1)O2, O=C([O-])[O-], CC#N, [K+], [K+]. Yields the product CC(C)(C)OC(=O)N1CC2CN(CCNS(=O)(=O)c3ccc(C#N)cc3)CC(C1)O2. RXN SMILES: [Br:1][CH2:2][CH2:3][NH:4][S:5](=[O:6])(=[O:7])[c:8]1[cH:9][cH:10][c:11]([C:14]#[N:15])[cH:12][cH:13]1.[C:16]([CH3:17])([CH3:18])([CH3:19])[O:20][C:21](=[O:22])[N:23]1[CH2:24][CH:25]2[CH2:26][NH:27][CH2:28][CH:29]([CH2:30]1)[O:31]2.[C:32](=[O:33])([O-:34])[O-:35].[CH3:38][C:39]#[N:40].[K+:36].[K+:37]>>[CH2:2]([CH2:3][NH:4][S:5](=[O:6])(=[O:7])[c:8]1[cH:9][cH:10][c:11]([C:14]#[N:15])[cH:12][cH:13]1)[N:27]1[CH2:26][CH:25]2[CH2:24][N:23]([C:21]([O:20][C:16]([CH3:17])([CH3:18])[CH3:19])=[O:22])[CH2:30][CH:29]([CH2:28]1)[O:31]2. RXN SMILES: [CH2:1]([c:2]1[cH:3][cH:4][cH:5][cH:6][cH:7]1)[n:8]1[n:9][cH:10][c:11]2[cH:12][c:13]([NH:17][c:18]3[c:19]4[c:20]([n:21][cH:22][n:23]3)[cH:24][n:25][c:26]([Cl:28])[cH:27]4)[cH:14][cH:15][c:16]12.[CH2:29]([Sn:30]([CH2:31][CH2:32][CH2:33][CH3:34])([CH2:35][CH2:36][CH2:37][CH3:38])[c:39]1[o:40][cH:41][cH:42][cH:43]1)[CH2:44][CH2:45][CH3:46].[O:47]1[CH2:48][CH2:49][O:50][CH2:51][CH2:52]1>>[CH2:1]([c:2]1[cH:3][cH:4][cH:5][cH:6][cH:7]1)[n:8]1[n:9][cH:10][c:11]2[cH:12][c:13]([NH:17][c:18]3[c:19]4[c:20]([n:21][cH:22][n:23]3)[cH:24][n:25][cH:26][cH:27]4)[cH:14][cH:15][c:16]12. Yields the product c1ccc(Cn2ncc3cc(Nc4ncnc5cnccc45)ccc32)cc1. The reactants are Clc1cc2c(Nc3ccc4c(cnn4Cc4ccccc4)c3)ncnc2cn1, CCCC[Sn](CCCC)(CCCC)c1ccco1, C1COCCO1. The reactants are CNCCCC1=CNC2=CC=CC=C12 (N-methyl-3-(3-indolyl)-propylamine), C(C=C)#N (acrylonitrile). Run in COCCOC (1,2-dimethoxyethane). Conditions: time 2 hour. The product is C(#N)CCN(C)CCCC1=CNC2=CC=CC=C12 (2-cyanoethyl-N-methyl-3-(3-indolyl)propylamine). RXN SMILES: [CH3:1][NH:2][CH2:3][CH2:4][CH2:5][C:6]1[C:14]2[C:9](=[CH:10][CH:11]=[CH:12][CH:13]=2)[NH:8][CH:7]=1.[C:15](#[N:18])[CH:16]=[CH2:17]>COCCOC>[C:15]([CH2:16][CH2:17][N:2]([CH2:3][CH2:4][CH2:5][C:6]1[C:14]2[C:9](=[CH:10][CH:11]=[CH:12][CH:13]=2)[NH:8][CH:7]=1)[CH3:1])#[N:18]. Procedure details: A mixture of 37.6 g N-methyl-3-(3-indolyl)-propylamine and 21, 2 g acrylonitrile in 65 ml anhydrous 1,2-dimethoxyethane are warmed with stirring at 60°0 for 21/2 hours. N-(2-cyanoethyl-N-methyl-3-(3-indolyl)propylamine (M.pt 48°-49° after crystallization from isopropyl ether) is obtained after working up. Reactants: C(#N)C=1C=C(C=CC1F)C1=NC(=NC=C1)NC=1C=CC(=NC1)NC(C)=O (N-{5-[4-(3-Cyano-4-fluoro-phenyl)-pyrimidin-2-ylamino]-pyridin-2-yl}-acetamide), N1CCC(CC1)C(=O)N (piperidine-4-carboxylic acid amide). The solvent is C(CCC)O (n-butanol). Yields the product C(C)(=O)NC1=CC=C(C=N1)NC1=NC=CC(=N1)C1=CC(=C(C=C1)N1CCC(CC1)C(=O)N)C#N (1-{4-[2-(6-Acetylamino-pyridin-3-ylamino)-pyrimidin-4-yl]-2-cyano-phenyl}-piperidine-4-carboxylic acid amide). Isolated yield 29.0%. As a reaction SMILES: [C:1]([C:3]1[CH:4]=[C:5]([C:10]2[CH:15]=[CH:14][N:13]=[C:12]([NH:16][C:17]3[CH:18]=[CH:19][C:20]([NH:23][C:24](=[O:26])[CH3:25])=[N:21][CH:22]=3)[N:11]=2)[CH:6]=[CH:7][C:8]=1F)#[N:2].[NH:27]1[CH2:32][CH2:31][CH:30]([C:33]([NH2:35])=[O:34])[CH2:29][CH2:28]1>C(O)CCC>[C:24]([NH:23][C:20]1[N:21]=[CH:22][C:17]([NH:16][C:12]2[N:11]=[C:10]([C:5]3[CH:6]=[CH:7][C:8]([N:27]4[CH2:32][CH2:31][CH:30]([C:33]([NH2:35])=[O:34])[CH2:29][CH2:28]4)=[C:3]([C:1]#[N:2])[CH:4]=3)[CH:15]=[CH:14][N:13]=2)=[CH:18][CH:19]=1)(=[O:26])[CH3:25]. Procedure: A stirred solution of N-{5-[4-(3-Cyano-4-fluoro-phenyl)-pyrimidin-2-ylamino]-pyridin-2-yl}-acetamide (100 mg, 0.28 mmol) and piperidine-4-carboxylic acid amide in n-butanol (5 mL) was heated to 115° C. in a sealed tube for 48 h. The solvent was evaporated to obtain the crude compound. The crude compound was purified by preparative-HPLC to obtain the desired product as pale yellow powder (38 mg, 29%); LC-MS, Rt,=2.96 min (Method C), m/z 457 (MH+). In addition to this procedure similar reactions m... The reactants are CCCCCC.C(CCC)[Li] (n-butyllithium hexane), C(C)(P(OCC)(=O)OCC)P(OCC)(=O)OCC (tetraethyl ethane-1,1-diphosphonate), CSC1=CC=C(C=C1)SCl (4-methylthiobenzenesulfenyl chloride). The solvent is O1CCCC1 (tetrahydrofuran), O1CCCC1 (tetrahydrofuran). Conditions: time 30 minute. Product: ClC(C)(P(OCC)(=O)OCC)P(OCC)(=O)OCC (tetraethyl 1-chloroethane-1,1-diphosphonate). As a reaction SMILES: [CH:1]([P:11]([O:16][CH2:17][CH3:18])(=[O:15])[O:12][CH2:13][CH3:14])([P:3]([O:8][CH2:9][CH3:10])(=[O:7])[O:4][CH2:5][CH3:6])[CH3:2].CCCCCC.C([Li])CCC.CSC1C=CC(S[Cl:39])=CC=1>O1CCCC1>[Cl:39][C:1]([P:3]([O:4][CH2:5][CH3:6])(=[O:7])[O:8][CH2:9][CH3:10])([P:11]([O:16][CH2:17][CH3:18])(=[O:15])[O:12][CH2:13][CH3:14])[CH3:2] |f:1.2|. Procedure: A solution of 13.29 g (40 mmol) of tetraethyl ethane-1,1-diphosphonate in 120 ml of dry tetrahydrofuran was cooled to -78° C. in an argon atmosphere followed by the addition of 24.24 ml (40 mmol) of a n-butyllithium hexane solution (1.65 mmol/ml) and stirring for 30 minutes. After adding a solution of 7.63 g (40 mmol) of 4-methylthiobenzenesulfenyl chloride in 50 ml of dry tetrahydrofuran to this mixture, the reaction mixture was allowed to warm up to room temperature followed by stirring for 3 ... The reactants are C(C)C=1OC2=C(N1)C=C(C=C2)CO ((2-ethylbenzoxazol-5-yl)methanol), P(Br)(Br)Br (phosphorous tribromide), C(C)(C)N(C(C)C)CC (N, N- diisopropylethylamine), N1CCC(CC1)C(=O)OCC (ethyl piperidin-4-ylcarboxylate). Solvent: C1(=CC=CC=C1)C (toluene), O (water), C1(=CC=CC=C1)C (toluene). The product is C(C)C=1OC2=C(N1)C=C(C=C2)CN2CCC(CC2)C(=O)OCC (ethyl N-(2-ethylbenzoxazol-5-ylmethyl)piperidin-4-ylcarboxylate). The yield is 34.9%. As a reaction SMILES: [CH2:1]([C:3]1[O:4][C:5]2[CH:11]=[CH:10][C:9]([CH2:12]O)=[CH:8][C:6]=2[N:7]=1)[CH3:2].P(Br)(Br)Br.C(N(CC)C(C)C)(C)C.[NH:27]1[CH2:32][CH2:31][CH:30]([C:33]([O:35][CH2:36][CH3:37])=[O:34])[CH2:29][CH2:28]1>C1(C)C=CC=CC=1.O>[CH2:1]([C:3]1[O:4][C:5]2[CH:11]=[CH:10][C:9]([CH2:12][N:27]3[CH2:32][CH2:31][CH:30]([C:33]([O:35][CH2:36][CH3:37])=[O:34])[CH2:29][CH2:28]3)=[CH:8][C:6]=2[N:7]=1)[CH3:2]. Reported procedure: To a stirred solution of 3.4 grams (0.019 mole) of (2-ethylbenzoxazol-5-yl)methanol in 25 mL of toluene was added 1.6 grams (0.006 mole) of phosphorous tribromide from a syringe. A precipitate formed immediately, and additional toluene was added to the reaction mixture to aid stirring. The reaction caused the reaction mixture temperature to rise to about 35° C. Upon completion of the addition, the reaction mixture stirred for an additional 20 minutes. The reaction mixture was then concentrated u... The reactants are DCC, DMAP, C(C)NCC (diethylamine), N1C(=CC=C1)C(=O)O (Pyrrole-2-carboxylic acid). Run in ClCCl (dichloromethane), ClCCl (dichloromethane). Conditions: temperature 0 celsius, time 30 minute. Product: C(C)N(C(=O)C=1NC=CC1)CC (N,N-diethyl-1H-pyrrole-2-carboxamide). The yield is 70.2%. RXN SMILES: [NH:1]1[CH:5]=[CH:4][CH:3]=[C:2]1[C:6]([OH:8])=O.[CH2:9]([NH:11][CH2:12][CH3:13])[CH3:10]>ClCCl>[CH2:9]([N:11]([CH2:12][CH3:13])[C:6]([C:2]1[NH:1][CH:5]=[CH:4][CH:3]=1)=[O:8])[CH3:10]. Procedure details: Pyrrole-2-carboxylic acid (10.0 g, 90 mmol) was dissolved. in 250 mL of dichloromethane. DCC (N,N-dicyclohexylcarbodiimide) (20.4 g, 99 mmol), DMAP (4-dimethyl-aminopyridine) (2.2 g, 18 mmol) and diethylamine (10.2 mL, 99 mmol) were added subsequently at 0° C. under an Argon atmosphere. The reaction mixture was stirred at 0° C. for 30 mins then stirred at root temperature for 8 hours. The solution was diluted with dichloromethane and the solid was filtered off. The filtrates were washed by dilut...